From a dataset of the Open Reaction Database (ORD), a public repository of structured organic reaction records. describe an organic reaction: reactants, conditions, products, and yield Starting materials: FC=1C=CC(=C2C[C@H](COC12)N)OC ((R)-8-fluoro-5-methoxy-3-aminochroman), CCC(CC)=O (3-pentanone), [BH3-]C#N.[Na+] (NaBH3CN), C(C)(=O)O (acetic acid), CCC(CC)=O (3-pentanone). Run in CO (MeOH). Run at time 18 hour. The product is N (NH3), FC=1C=CC(=C2C[C@H](COC12)NC(CC)CC)OC ((R)-8-fluoro-5-methoxy-3-(N-3-pentylamino)chroman). The yield is 176.4%. RXN SMILES: [F:1][C:2]1[CH:3]=[CH:4][C:5]([O:13][CH3:14])=[C:6]2[C:11]=1[O:10][CH2:9][C@H:8]([NH2:12])[CH2:7]2.[CH3:15][CH2:16][C:17](=O)[CH2:18][CH3:19].[BH3-]C#N.[Na+].C(O)(=O)C>CO>[NH3:12].[F:1][C:2]1[CH:3]=[CH:4][C:5]([O:13][CH3:14])=[C:6]2[C:11]=1[O:10][CH2:9][C@H:8]([NH:12][CH:17]([CH2:18][CH3:19])[CH2:16][CH3:15])[CH2:7]2 |f:2.3|. Reported procedure: To a stirred solution of (R)-8-fluoro-5-methoxy-3-aminochroman (3.13 g, 15.9 mmol) and 3-pentanone (2.2 ml, 20.8 mmol) in 100 ml dry MeOH, NaBH3CN (1.31 g, 20.8 mmol) was added during 10 min. The pH was adjusted to pH was adjusted to pH 6 with acetic acid and the solution was stirred at room temp. After 18 hours, 3-pentanone (0.5 ml, 4.7 mmol) was added and the solution was stirred at room temp. for 3 hours. Concentration and extraction with 100 ml 2M NH3 and 2×250 ml EtOAc, drying of the combin...